This data is from the Open Reaction Database (ORD), a public repository of structured organic reaction records. The task is: describe an organic reaction: reactants, conditions, products, and yield The reactants are CCCC(=O)C(=COCC)C(=O)OCC, CC(=O)c1ccccc1N. Product: CCCC(=O)C(=CNc1ccccc1C(C)=O)C(=O)OCC. RXN SMILES: [C:1]([CH2:2][CH2:3][CH3:4])(=[O:5])[C:6]([C:7](=[O:8])[O:9][CH2:10][CH3:11])=[CH:12][O:13][CH2:14][CH3:15].[NH2:16][c:17]1[c:18]([C:23]([CH3:24])=[O:25])[cH:19][cH:20][cH:21][cH:22]1>>[C:1]([CH2:2][CH2:3][CH3:4])(=[O:5])[C:6]([C:7](=[O:8])[O:9][CH2:10][CH3:11])=[CH:12][NH:16][c:17]1[c:18]([C:23]([CH3:24])=[O:25])[cH:19][cH:20][cH:21][cH:22]1. Starting materials: CCOC(=O)CP(=O)(OCC)OCC (phosphonoacetic acid triethyl ester), CC(CC=O)C (3-methylbutanal), C([O-])([O-])=O.[K+].[K+] (potassium carbonate). Run in ice water, O (water), O (water). Run at temperature 25 celsius, time 20 hour. Product: C(C)OC(=O)C\C=C\CC(C)C ((2E)-5-methyl-hex-2-ene carboxylic acid ethyl ester). RXN SMILES: [C:1](=O)([O-])[O-].[K+].[K+].[CH3:7][CH2:8][O:9][C:10]([CH2:12]P(OCC)(OCC)=O)=[O:11].[CH3:21][CH:22]([CH3:26])[CH2:23][CH:24]=O>O>[CH2:8]([O:9][C:10]([CH2:12]/[CH:1]=[CH:24]/[CH2:23][CH:22]([CH3:26])[CH3:21])=[O:11])[CH3:7] |f:0.1.2|. Procedure details: 1 mol (138 g) of potassium carbonate was dissolved in 100 ml of water and cooled in ice water. 0.6 mol (120 ml) of phosphonoacetic acid triethyl ester and 0.5 mol (43.1 g) of 3-methylbutanal were added and the mixture was stirred for 20 hours with the temperature slowly being raised to 25° C. The reaction batch was then diluted with 150 ml of water and extracted four times with diethyl ether. The organic phase was dried with magnesium sulfate and evaporated in a rotary evaporator. A clear liquid... Reactants: C1CCC2=NCCCN2CC1, COc1nc(OC)nc(N(C)C(=O)Oc2ccccc2)n1, CC#N, CCOCC, Cc1nnnn1-c1ccccc1S(N)(=O)=O, O. The product is COc1nc(OC)nc(N(C)C(=O)NS(=O)(=O)c2ccccc2-n2nnnc2C)n1. RXN SMILES: [CH2:38]1[CH2:39][CH2:40][C:41]2=[N:46][CH2:45][CH2:44][CH2:43][N:42]2[CH2:47][CH2:48]1.[CH3:17][O:18][c:19]1[n:20][c:21]([N:27]([C:28]([O:29][c:31]2[cH:32][cH:33][cH:34][cH:35][cH:36]2)=[O:30])[CH3:37])[n:22][c:23]([O:25][CH3:26])[n:24]1.[CH3:49][C:50]#[N:51].[CH3:53][CH2:54][O:55][CH2:56][CH3:57].[NH2:1][S:2](=[O:3])(=[O:4])[c:5]1[c:6](-[n:11]2[n:12][n:13][n:14][c:15]2[CH3:16])[cH:7][cH:8][cH:9][cH:10]1.[OH2:52]>>[NH:1]([S:2](=[O:3])(=[O:4])[c:5]1[c:6](-[n:11]2[n:12][n:13][n:14][c:15]2[CH3:16])[cH:7][cH:8][cH:9][cH:10]1)[C:28]([N:27]([c:21]1[n:20][c:19]([O:18][CH3:17])[n:24][c:23]([O:25][CH3:26])[n:22]1)[CH3:37])=[O:29].